Task: describe an organic reaction: reactants, conditions, products, and yield. Dataset: the Open Reaction Database (ORD), a public repository of structured organic reaction records Reactants: ClC=1C(NC2=CC=C(C=C2N1)C(=O)OC)=O (methyl 3-chloro-2-oxo-1,2-dihydroquinoxaline-6-carboxylate), C(C1=CC=CC=C1)NC (benzyl(methyl)amine), CCN(C(C)C)C(C)C (DIEA), O (water). Run in CS(=O)C (DMSO). Conditions: temperature 85 celsius, time 2 hour. Yields the product C(C1=CC=CC=C1)N(C=1C(NC2=CC=C(C=C2N1)C(=O)OC)=O)C (methyl 3-(benzyl(methyl)amino)-2-oxo-1,2-dihydroquinoxaline-6-carboxylate). The yield is 81.0%. RXN SMILES: Cl[C:2]1[C:3](=[O:16])[NH:4][C:5]2[C:10]([N:11]=1)=[CH:9][C:8]([C:12]([O:14][CH3:15])=[O:13])=[CH:7][CH:6]=2.[CH2:17]([NH:24][CH3:25])[C:18]1[CH:23]=[CH:22][CH:21]=[CH:20][CH:19]=1.CCN(C(C)C)C(C)C.O>CS(C)=O>[CH2:17]([N:24]([CH3:25])[C:2]1[C:3](=[O:16])[NH:4][C:5]2[C:10]([N:11]=1)=[CH:9][C:8]([C:12]([O:14][CH3:15])=[O:13])=[CH:7][CH:6]=2)[C:18]1[CH:23]=[CH:22][CH:21]=[CH:20][CH:19]=1. Reported procedure: To a solution of methyl 3-chloro-2-oxo-1,2-dihydroquinoxaline-6-carboxylate (500 mg, 2.10 mmol) in DMSO (6 mL) was added benzyl(methyl)amine (305 mg, 2.52 mmol), and DIEA (542 mg, 4.19 mmol). The resulting solution was stirred for 2 h at 85° C., then water (50 mL) was added, causing a precipitate to form which was collected by filtration to afford methyl 3-(benzyl(methyl)amino)-2-oxo-1,2-dihydroquinoxaline-6-carboxylate as a yellow solid (0.55 g, 81%). The solvent is C1CCOC1 (THF). Yields the product COC(C1=CC=C(C(=O)N(C)OC)C=C1)=O (N-Methoxy-N-methyl-terephthalamic acid methyl ester). Yield: 101.5%. Conditions: time 8 hour. Procedure details: To a solution of Terephthalic acid monomethyl ester (5.4 g, 30 mmol) and 2-chloro-4,6-dimethoxy-[1,3,5]triazine (7.9 g, 45 mmol) in THF (300 mL) is added N-methyl morpholine (4.95 mL, 45 mmol), the mixture is stirred at room temperature overnight. Additional N-methyl morpholine (4.95 mL, 45 mmol) is added, followed by the addition of O, N-dimethyl-hydroxylamine HCl salt (3.51 g, 45 mmol). The reaction mixture is stirred overnight, and filtered through celite. The filtrate was concentrated and pu... As a reaction SMILES: [CH3:1][O:2][C:3](=[O:13])[C:4]1[CH:12]=[CH:11][C:7]([C:8]([OH:10])=O)=[CH:6][CH:5]=1.ClC1N=C(OC)N=C([O:23][CH3:24])N=1.[CH3:25][N:26]1CCOCC1>C1COCC1>[CH3:1][O:2][C:3](=[O:13])[C:4]1[CH:5]=[CH:6][C:7]([C:8]([N:26]([O:23][CH3:24])[CH3:25])=[O:10])=[CH:11][CH:12]=1. Starting materials: CN1CCOCC1 (N-methyl morpholine), N-dimethyl-hydroxylamine HCl salt, COC(C1=CC=C(C(=O)O)C=C1)=O (Terephthalic acid monomethyl ester), ClC1=NC(=NC(=N1)OC)OC (2-chloro-4,6-dimethoxy-[1,3,5]triazine), CN1CCOCC1 (N-methyl morpholine). Starting materials: C=CCN(C)CCCCCc1ccc2c(c1)CCN2C(=O)OC(C)(C)C, ClCCl, O=C(O)C(F)(F)F. Product: C=CCN(C)CCCCCc1ccc2c(c1)CCN2. Reaction SMILES: [C:1]([O:2][C:3](=[O:4])[N:8]1[CH2:9][CH2:10][c:11]2[cH:12][c:13]([CH2:17][CH2:18][CH2:19][CH2:20][CH2:21][N:22]([CH3:23])[CH2:24][CH:25]=[CH2:26])[cH:14][cH:15][c:16]21)([CH3:5])([CH3:6])[CH3:7].[Cl:34][CH2:35][Cl:36].[F:27][C:28]([F:29])([F:30])[C:31]([OH:32])=[O:33]>>[NH:8]1[CH2:9][CH2:10][c:11]2[cH:12][c:13]([CH2:17][CH2:18][CH2:19][CH2:20][CH2:21][N:22]([CH3:23])[CH2:24][CH:25]=[CH2:26])[cH:14][cH:15][c:16]21.